From a dataset of the Open Reaction Database (ORD), a public repository of structured organic reaction records. describe an organic reaction: reactants, conditions, products, and yield Reactants: CC(=O)[O-], CC(=O)[O-], C=CCCCC, CCCCN(CCCC)CCCC, CN(C)C=O, CCOC(=O)c1ccc2nc(C)n(Cc3ccc(I)cc3Cl)c2c1, [Pd+2], c1ccc(P(c2ccccc2)c2ccccc2)cc1. Yields the product CCCCC=Cc1ccc(Cn2c(C)nc3ccc(C(=O)OCC)cc32)c(Cl)c1. Reaction SMILES: [C:63]([O-:64])(=[O:65])[CH3:66].[C:68]([O-:69])(=[O:70])[CH3:71].[CH2:25]=[CH:26][CH2:27][CH2:28][CH2:29][CH3:30].[CH2:50]([N:51]([CH2:52][CH2:53][CH2:54][CH3:55])[CH2:56][CH2:57][CH2:58][CH3:59])[CH2:60][CH2:61][CH3:62].[CH3:72][N:73]([CH3:74])[CH:75]=[O:76].[Cl:1][c:2]1[c:3]([CH2:4][n:5]2[c:6]([CH3:19])[n:7][c:8]3[c:9]2[cH:10][c:11]([C:14](=[O:15])[O:16][CH2:17][CH3:18])[cH:12][cH:13]3)[cH:20][cH:21][c:22]([I:24])[cH:23]1.[Pd+2:67].[c:31]1([P:32]([c:33]2[cH:34][cH:35][cH:36][cH:37][cH:38]2)[c:39]2[cH:40][cH:41][cH:42][cH:43][cH:44]2)[cH:45][cH:46][cH:47][cH:48][cH:49]1>>[Cl:1][c:2]1[c:3]([CH2:4][n:5]2[c:6]([CH3:19])[n:7][c:8]3[c:9]2[cH:10][c:11]([C:14](=[O:15])[O:16][CH2:17][CH3:18])[cH:12][cH:13]3)[cH:20][cH:21][c:22]([CH:25]=[CH:26][CH2:27][CH2:28][CH2:29][CH3:30])[cH:23]1.